The task is: describe an organic reaction: reactants, conditions, products, and yield. This data is from the Open Reaction Database (ORD), a public repository of structured organic reaction records. The reactants are NC1=NC=CC=C1OCC1=C(C=CC=C1Cl)Cl (2-amino-3-(2,6-dichlorobenzyloxy)pyridine), Cl.C1(=CC=CC=C1)CC(OCC)=N (ethyl phenylacetimidate hydrochloride). The solvent is C(C)O (ethanol). Yields the product Cl.ClC1=C(COC=2C(=NC=CC2)NC(CC2=CC=CC=C2)=N)C(=CC=C1)Cl (N-(3-(2,6-Dichlorobenzyloxy)-2-pyridyl)phenyl-acetamidine hydrochloride). Isolated yield 36.0%. RXN SMILES: [NH2:1][C:2]1[C:7]([O:8][CH2:9][C:10]2[C:15]([Cl:16])=[CH:14][CH:13]=[CH:12][C:11]=2[Cl:17])=[CH:6][CH:5]=[CH:4][N:3]=1.Cl.[C:19]1([CH2:25][C:26](=[NH:30])OCC)[CH:24]=[CH:23][CH:22]=[CH:21][CH:20]=1>C(O)C>[ClH:16].[Cl:17][C:11]1[CH:12]=[CH:13][CH:14]=[C:15]([Cl:16])[C:10]=1[CH2:9][O:8][C:7]1[C:2]([NH:1][C:26](=[NH:30])[CH2:25][C:19]2[CH:24]=[CH:23][CH:22]=[CH:21][CH:20]=2)=[N:3][CH:4]=[CH:5][CH:6]=1 |f:1.2,4.5|. Reported procedure: A mixture of 2-amino-3-(2,6-dichlorobenzyloxy)pyridine (5.38 g, 20 mmol) and ethyl phenylacetimidate hydrochloride (4.39 g, 22 mmol) in ethanol (80 ml) was heated under reflux for 2 hours. Evaporation of the solvent gave an oil which was purified by flash chromatography (chloroform/methanol) to obtain the product as a hygroscopic foam (1.52 g), m.p. 69°-74° C. Product: CC(=O)C1=C(C=C(C=C1)OC)OC (2,4-dimethoxyacetophenone). As a reaction SMILES: [CH3:1][C:2]([C:4]1[CH:12]=[CH:11][C:9]([OH:10])=[C:6](OC)[CH:5]=1)=[O:3].S(OC)([O:16][CH3:17])(=O)=O.[C:20](=O)([O-])[O-].[Na+].[Na+].O>C1C=CC=CC=1>[CH3:1][C:2]([C:4]1[CH:5]=[CH:6][C:9]([O:10][CH3:20])=[CH:11][C:12]=1[O:16][CH3:17])=[O:3] |f:2.3.4|. Reactants: CC(=O)C1=CC(OC)=C(O)C=C1 (acetovanillone), O (water), O (water), S(=O)(=O)(OC)OC (dimethyl sulfate), C([O-])([O-])=O.[Na+].[Na+] (sodium carbonate). Solvent: C1=CC=CC=C1 (benzene). Procedure details: 10 g of acetovanillone (0.06 mol) was methylated with 10.25 g of dimethyl sulfate (0.083 mol) and 8.0 g of sodium carbonate. The reaction mixture was stirred at 80°-90° C for 2 hr. while 6 ml of water were added dropwise over the last 1.2 hr. Addition of water, acidification, and extraction with benzene produced a nearly quantitative yield of 2,4-dimethoxyacetophenone containing less than 0.3% acetovanillone. Conditions: time 2 hour. The reactants are BrCCCCCBr, O=C1NC(=O)c2ccccc21, [K], CN(C)C=O. The product is O=C1c2ccccc2C(=O)N1CCCCCBr. As a reaction SMILES: [Br:1][CH2:2][CH2:3][CH2:4][CH2:5][CH2:6][Br:7].[C:9]1(=[O:19])[c:10]2[c:11]([cH:15][cH:16][cH:17][cH:18]2)[C:12](=[O:14])[NH:13]1.[K:8].[O:20]=[CH:21][N:22]([CH3:23])[CH3:24]>>[CH2:2]([CH2:3][CH2:4][CH2:5][CH2:6][Br:7])[N:13]1[C:9](=[O:19])[c:10]2[c:11]([cH:15][cH:16][cH:17][cH:18]2)[C:12]1=[O:14].